This data is from the Open Reaction Database (ORD), a public repository of structured organic reaction records. The task is: describe an organic reaction: reactants, conditions, products, and yield Starting materials: COCCOC=1C=C2C(=CC1OCCOC)N=CN=C2NC=3C=CC=C(C3)C#C (Erlotinib), C(C)(=O)OC(C)C (isopropyl acetate), Cl.C(C)(=O)OCC (ethyl acetate HCl). Conditions: temperature 27.5 celsius. Yields the product COCCOC=1C=C2C(=CC1OCCOC)N=CN=C2NC=3C=CC=C(C3)C#C.Cl (erlotinib hydrochloride). RXN SMILES: [CH3:1][O:2][CH2:3][CH2:4][O:5][C:6]1[CH:7]=[C:8]2[C:20]([NH:21][C:22]3[CH:23]=[CH:24][CH:25]=[C:26]([C:28]#[CH:29])[CH:27]=3)=[N:19][CH:18]=[N:17][C:9]2=[CH:10][C:11]=1[O:12][CH2:13][CH2:14][O:15][CH3:16].C(OC(C)C)(=O)C.[ClH:37].C(OCC)(=O)C>>[CH3:1][O:2][CH2:3][CH2:4][O:5][C:6]1[CH:7]=[C:8]2[C:20]([NH:21][C:22]3[CH:23]=[CH:24][CH:25]=[C:26]([C:28]#[CH:29])[CH:27]=3)=[N:19][CH:18]=[N:17][C:9]2=[CH:10][C:11]=1[O:12][CH2:13][CH2:14][O:15][CH3:16].[ClH:37] |f:2.3,4.5|. Procedure: Erlotinib free base (10 gm) is added to isopropyl acetate (400 ml) under stirring at 25-30° C., the contents are heated to 60° C. and then stirred at 60-65° C. to form a clear solution. To the solution slowly added 7% ethyl acetate HCl (40 ml) at 60-65° C. and stirred for 2 hours at 60-65° C. The resulting mass is slowly cooled to 25-30° C. and then stirred for 1 hour. Filtered the mass, washed with the mixture of isopropyl acetate (40 ml) and ethyl acetate (4 ml) and then dried at 50-55° C. to ... Starting materials: O (H2O), NC1=CC(=NN1C1=CC=C2CCC(C2=C1)=O)C(C)(C)C (6-(5-amino-3-t-butyl-pyrazol-1-yl)indan-1-one), ClC1=C(C(=CC=C1)N=C=O)Cl (1,2-dichloro-3-isocyanato-benzene). The solvent is C1CCOC1 (THF), C1CCOC1 (THF). Reaction conditions: time 8 hour. Product: C(C)(C)(C)C=1C=C(N(N1)C=1C=C2C(CCC2=CC1)=O)NC(=O)NC1=C(C(=CC=C1)Cl)Cl (1-[5-t-butyl-2-(3-oxo-indan-5-yl)-2H-pyrazol-3-yl]-3-(2,3-dichlorophenyl)urea). Yield: 42.9%. Reaction SMILES: [NH2:1][C:2]1[N:6]([C:7]2[CH:15]=[C:14]3[C:10]([CH2:11][CH2:12][C:13]3=[O:16])=[CH:9][CH:8]=2)[N:5]=[C:4]([C:17]([CH3:20])([CH3:19])[CH3:18])[CH:3]=1.[Cl:21][C:22]1[CH:27]=[CH:26][CH:25]=[C:24]([N:28]=[C:29]=[O:30])[C:23]=1[Cl:31].O>C1COCC1>[C:17]([C:4]1[CH:3]=[C:2]([NH:1][C:29]([NH:28][C:24]2[CH:25]=[CH:26][CH:27]=[C:22]([Cl:21])[C:23]=2[Cl:31])=[O:30])[N:6]([C:7]2[CH:15]=[C:14]3[C:10](=[CH:9][CH:8]=2)[CH2:11][CH2:12][C:13]3=[O:16])[N:5]=1)([CH3:20])([CH3:19])[CH3:18]. Procedure: To a solution of the 6-(5-amino-3-t-butyl-pyrazol-1-yl)indan-1-one (1.5 g, 5.6 mmol) in THF (30 mL) was added a solution of 1,2-dichloro-3-isocyanato-benzene (1.2 g, 6.4 mmol) in THF (5.0 mL) at 0° C. under N2. The resulting mixture was stirred at RT overnight then poured into H2O. The mixture was extracted with CH2Cl2 (3×100 mL). The combined organic layers were washed with brine, dried (Na2SO4), filtered, concentrated and purified via column chromatography to afford 1-[5-t-butyl-2-(3-oxo-indan... The reactants are BrC1=C(C(=NC(=C1)Br)C(=O)OC)O (methyl 4,6-dibromo-3-hydroxypyridine-2-carboxylate), C(=O)([O-])[O-].[K+].[K+] (K2CO3), S(=O)(=O)(OC)OC (dimethyl sulfate). Solvent: CC(=O)C (acetone). Yields the product BrC1=C(C(=NC(=C1)Br)C(=O)OC)OC (Methyl 4,6-Dibromo-3-methoxypyridine-2-carboxylate). As a reaction SMILES: [Br:1][C:2]1[CH:7]=[C:6]([Br:8])[N:5]=[C:4]([C:9]([O:11][CH3:12])=[O:10])[C:3]=1[OH:13].[C:14]([O-])([O-])=O.[K+].[K+].S(OC)(OC)(=O)=O>CC(C)=O>[Br:1][C:2]1[CH:7]=[C:6]([Br:8])[N:5]=[C:4]([C:9]([O:11][CH3:12])=[O:10])[C:3]=1[O:13][CH3:14] |f:1.2.3|. Procedure details: To methyl 4,6-dibromo-3-hydroxypyridine-2-carboxylate 3.98 g (3.98 g, 12.81 mmol) in 40 mL of acetone was added K2CO3 (2.0 g, 14.47 mmol) and dimethyl sulfate (1.20 mL, 12.37 mmol). The reaction mixture was refluxed overnight and concentrated to dryness. The residue was dissolved in ethyl acetate and saturated sodium bicarbonate. The phases were separated and the aqueous phase was extracted with ethyl acetate (3×100 mL). The combined extracts were dried (MgSO4) and concentrated to dryness. The r... Reactants: OC1=CC=NN1C1=NC=CC(=C1)C#N (2-(5-hydroxy-1H-pyrazol-1-yl)pyridine-4-carbonitrile), FC=1C=C2CCCC(C2=CC1)O (6-fluoro-1,2,3,4-tetrahydronaphthalen-1-ol). Yields the product FC=1C=C2CCCC(C2=CC1)OC1=CC=NN1C1=NC=CC(=C1)C#N (2-[5-[(6-fluoro-1,2,3,4-tetrahydronaphthalen-1-yl)oxy]pyrazol-1-yl]pyridine-4-carbonitrile). RXN SMILES: [OH:1][C:2]1[N:6]([C:7]2[CH:12]=[C:11]([C:13]#[N:14])[CH:10]=[CH:9][N:8]=2)[N:5]=[CH:4][CH:3]=1.[F:15][C:16]1[CH:17]=[C:18]2[C:23](=[CH:24][CH:25]=1)[CH:22](O)[CH2:21][CH2:20][CH2:19]2>>[F:15][C:16]1[CH:17]=[C:18]2[C:23](=[CH:24][CH:25]=1)[CH:22]([O:1][C:2]1[N:6]([C:7]3[CH:12]=[C:11]([C:13]#[N:14])[CH:10]=[CH:9][N:8]=3)[N:5]=[CH:4][CH:3]=1)[CH2:21][CH2:20][CH2:19]2. Procedure details: The title compound was prepared from 2-(5-hydroxy-1H-pyrazol-1-yl)pyridine-4-carbonitrile and 6-fluoro-1,2,3,4-tetrahydronaphthalen-1-ol according to the procedure for the preparation of Example 39, part C. 1H NMR (400 MHz, CDCl3): δ 1.82-1.88 (1H, m), 1.99-2.10 (2H, m), 2.28-2.34 (1H, m), 2.74-2.94 (2H, m), 5.35 (1H, t, J=4.0 Hz), 5.85 (1H, d, J=1.6 Hz), 6.84-6.89 (2H, m), 7.29 (1H, dd, J=5.6 Hz, 8.4 Hz), 7.36 (1H, dd, J=0.8 Hz, 4.8 Hz), 7.63 (1H, d, J=2.0 Hz), 7.86 (1H, s), 8.65 (1H, d, J=4.8 ... The reactants are OCCBr, CN(CC(=O)O)Cc1ccccc1, CCN=C=NCCCN(C)C, ClCCl, Cl, [K]. The product is CN(CC(=O)OCCBr)Cc1ccccc1. RXN SMILES: [Br:15][CH2:16][CH2:17][OH:18].[CH2:2]([c:3]1[cH:4][cH:5][cH:6][cH:7][cH:8]1)[N:9]([CH2:10][C:11](=[O:12])[OH:13])[CH3:14].[CH3:20][N:21]([CH3:22])[CH2:23][CH2:24][CH2:25][N:26]=[C:27]=[N:28][CH2:29][CH3:30].[Cl:31][CH2:32][Cl:33].[ClH:19].[K:1]>>[CH2:2]([c:3]1[cH:4][cH:5][cH:6][cH:7][cH:8]1)[N:9]([CH2:10][C:11]([O:12][CH2:17][CH2:16][Br:15])=[O:13])[CH3:14].